From a dataset of the Open Reaction Database (ORD), a public repository of structured organic reaction records. describe an organic reaction: reactants, conditions, products, and yield Starting materials: CN1CCOCC1, CCOC(=O)C1CCC(CNCC(=O)OC(C)(C)C)N1C(=O)OC(C)(C)C, COC(=O)Cl, ClCCl. Product: CCOC(=O)C1CCC(CN(CC(=O)OC(C)(C)C)C(=O)OC)N1C(=O)OC(C)(C)C. Reaction SMILES: [CH3:33][N:34]1[CH2:35][CH2:36][O:37][CH2:38][CH2:39]1.[CH3:6][CH2:7][O:8][C:9](=[O:10])[CH:11]1[N:12]([C:26](=[O:27])[O:28][C:29]([CH3:30])([CH3:31])[CH3:32])[CH:13]([CH2:16][NH:17][CH2:18][C:19](=[O:20])[O:21][C:22]([CH3:23])([CH3:24])[CH3:25])[CH2:14][CH2:15]1.[Cl:1][C:2](=[O:3])[O:4][CH3:5].[Cl:40][CH2:41][Cl:42]>>[C:2](=[O:3])([O:4][CH3:5])[N:17]([CH2:16][CH:13]1[N:12]([C:26](=[O:27])[O:28][C:29]([CH3:30])([CH3:31])[CH3:32])[CH:11]([C:9]([O:8][CH2:7][CH3:6])=[O:10])[CH2:15][CH2:14]1)[CH2:18][C:19](=[O:20])[O:21][C:22]([CH3:23])([CH3:24])[CH3:25].